Task: describe an organic reaction: reactants, conditions, products, and yield. Dataset: the Open Reaction Database (ORD), a public repository of structured organic reaction records Reactants: C(=O)([O-])[O-].[K+].[K+] (K2CO3), CC1(NS(C2=C1C=CC=C2)(=O)=O)C (2,3-dihydro-3,3-dimethyl-1,2-benzisothiazole 1,1-dioxide), BrCC(=O)O[C@@H](CC1=C(C=[N+](C=C1Cl)[O-])Cl)C1=CC(=C(C=C1)OC(F)F)OCC1CC1 ((S)-4-(2-(2-bromoacetoxy)-2-(3-(cyclopropylmethoxy)-4-(difluoromethoxy)phenyl)ethyl)-3,5-dichloropyridine 1-oxide). Solvent: CN(C)C=O (DMF). Reaction conditions: time 5 hour. Product: ClC=1C=[N+](C=C(C1C[C@H](OC(CN1S(C2=C(C1(C)C)C=CC=C2)(=O)=O)=O)C2=CC(=C(C=C2)OC(F)F)OCC2CC2)Cl)[O-] ((S)-3,5-dichloro-4-(2-(3-(cyclopropylmethoxy)-4-(difluoromethoxy)phenyl)-2-(2-(3,3-dimethyl-1,1-dioxidobenzo[d]isothiazol-2(3H)-yl)acetoxy)ethyl)pyridine 1-oxide). Yield: 84.5%. Reaction SMILES: Br[CH2:2][C:3]([O:5][C@H:6]([C:17]1[CH:22]=[CH:21][C:20]([O:23][CH:24]([F:26])[F:25])=[C:19]([O:27][CH2:28][CH:29]2[CH2:31][CH2:30]2)[CH:18]=1)[CH2:7][C:8]1[C:13]([Cl:14])=[CH:12][N+:11]([O-:15])=[CH:10][C:9]=1[Cl:16])=[O:4].C([O-])([O-])=O.[K+].[K+].[CH3:38][C:39]1([CH3:50])[C:43]2[CH:44]=[CH:45][CH:46]=[CH:47][C:42]=2[S:41](=[O:49])(=[O:48])[NH:40]1>CN(C=O)C>[Cl:16][C:9]1[CH:10]=[N+:11]([O-:15])[CH:12]=[C:13]([Cl:14])[C:8]=1[CH2:7][C@@H:6]([C:17]1[CH:22]=[CH:21][C:20]([O:23][CH:24]([F:26])[F:25])=[C:19]([O:27][CH2:28][CH:29]2[CH2:31][CH2:30]2)[CH:18]=1)[O:5][C:3](=[O:4])[CH2:2][N:40]1[C:39]([CH3:50])([CH3:38])[C:43]2[CH:44]=[CH:45][CH:46]=[CH:47][C:42]=2[S:41]1(=[O:48])=[O:49] |f:1.2.3|. Procedure details: (S)-4-(2-(2-bromoacetoxy)-2-(3-(cyclopropylmethoxy)-4-(difluoromethoxy)-phenyl)ethyl)-3,5-dichloropyridine (mixture obtained as described in Example 5, Step 1, 100 mg, 0.18 mmol) is dissolved in DMF (2 ml), then K2CO3 (30 mg, 0.22 mmol) and 2,3-dihydro-3,3-dimethyl-1,2-benzisothiazole 1,1-dioxide (71 mg, 0.36 mmol) are added. The mixture is stirred at RT for 5 hours. The reaction is quenched with water (10 ml), and the product extracted with Ethyl Acetate. The organic layer is washed with H2O (3... Reactants: N1=CC=CC=C1 (Pyridine), NC1=C(C=C(C=C1)C1=CN(C=2N=CN=C(C21)N)C2CCOCC2)OC (5-(4-Amino-3-methoxyphenyl)-7-tetrahydro-2H-4-pyranyl-7H-pyrrolo[2,3-d]pyrimidin-4-amine), CC(C(=O)Cl)(C)C (2,2-dimethylpropanoyl chloride). Run in ClCCl (dichloromethane). Run at time 2 hour. Product: NC=1C2=C(N=CN1)N(C=C2C2=CC(=C(C=C2)NC(C(C)(C)C)=O)OC)C2CCOCC2 (N1-[4-(4-amino-7-tetrahydro-2H-4-pyranyl-7H-pyrrolo[2,3-d]pyrimidin-5-yl)-2-methoxyphenyl]-2,2-dimethylpropanamide). The yield is 43.5%. As a reaction SMILES: [NH2:1][C:2]1[CH:7]=[CH:6][C:5]([C:8]2[C:16]3[C:15]([NH2:17])=[N:14][CH:13]=[N:12][C:11]=3[N:10]([CH:18]3[CH2:23][CH2:22][O:21][CH2:20][CH2:19]3)[CH:9]=2)=[CH:4][C:3]=1[O:24][CH3:25].N1C=CC=CC=1.[CH3:32][C:33]([CH3:38])([CH3:37])[C:34](Cl)=[O:35]>ClCCl>[NH2:17][C:15]1[C:16]2[C:8]([C:5]3[CH:6]=[CH:7][C:2]([NH:1][C:34](=[O:35])[C:33]([CH3:38])([CH3:37])[CH3:32])=[C:3]([O:24][CH3:25])[CH:4]=3)=[CH:9][N:10]([CH:18]3[CH2:19][CH2:20][O:21][CH2:22][CH2:23]3)[C:11]=2[N:12]=[CH:13][N:14]=1. Procedure details: 5-(4-Amino-3-methoxyphenyl)-7-tetrahydro-2H-4-pyranyl-7H-pyrrolo[2,3-d]pyrimidin-4-amine (50 mg, 0.147 mmol) was dissolved in dichloromethane (1.5 mL). Pyridine (1.5 mL) was added followed by 2,2-dimethylpropanoyl chloride (31 mg, 0.221 mmol). After stirring at room temperature for 2 hours, the solvent was removed and the residue was dissolved in 1 ml DMSO, methanol (1 mL) was added and precipitate was formed. The solid was collected by filtration to give N1-[4-(4-amino-7-tetrahydro-2H-4-pyranyl... RXN SMILES: [C:1](=[O:2])([CH3:3])[NH:4][CH:5]([C:6]([CH3:7])=[O:8])[CH:9]([CH3:10])[CH3:11].[CH3:13][CH2:14][OH:15].[ClH:12]>>[ClH:12].[NH2:4][CH:5]([C:6]([CH3:7])=[O:8])[CH:9]([CH3:10])[CH3:11]. Starting materials: CC(=O)NC(C(C)=O)C(C)C, CCO, Cl. The product is Cl, CC(=O)C(N)C(C)C. Reactants: N=1N(N=C2C1C=CC=C2)C2=C(C(=CC(=C2)CCO)CN(CC)CC)O (2-(2H-benzotriazole-2-yl)-4-(2-hydroxyethyl)-6-(N,N-diethylaminomethyl)phenol), purified product, N=1N(N=C2C1C=CC=C2)C2=C(C=CC(=C2)CCO)O (2-(2H-benzotriazole-2-yl)-4-(2-hydroxyethyl)phenol), CO (methanol), C[O-].[Na+] (sodium methylate). The solvent is C=1(C(=CC=CC1)C)C (xylene). The product is C(C1=C(C(=CC(=C1)CCO)N1N=C2C(=N1)C=CC=C2)O)C2=C(C(=CC(=C2)CCO)N2N=C1C(=N2)C=CC=C1)O (2,2'-methylenebis[6-(2H-benzotriazole-2-yl)-4-(2-hydroxyethyl)phenol]). Isolated yield 54.0%. As a reaction SMILES: [N:1]1[N:2]([C:10]2[CH:15]=[C:14]([CH2:16][CH2:17][OH:18])[CH:13]=[C:12]([CH2:19]N(CC)CC)[C:11]=2[OH:25])[N:3]=[C:4]2[CH:9]=[CH:8][CH:7]=[CH:6][C:5]=12.[N:26]1[N:27]([C:35]2[CH:40]=[C:39]([CH2:41][CH2:42][OH:43])[CH:38]=[CH:37][C:36]=2[OH:44])[N:28]=[C:29]2[CH:34]=[CH:33][CH:32]=[CH:31][C:30]=12.CO.C[O-].[Na+]>C1(C)C(C)=CC=CC=1>[CH2:19]([C:12]1[CH:13]=[C:14]([CH2:16][CH2:17][OH:18])[CH:15]=[C:10]([N:2]2[N:3]=[C:4]3[CH:9]=[CH:8][CH:7]=[CH:6][C:5]3=[N:1]2)[C:11]=1[OH:25])[C:37]1[CH:38]=[C:39]([CH2:41][CH2:42][OH:43])[CH:40]=[C:35]([N:27]2[N:28]=[C:29]3[CH:34]=[CH:33][CH:32]=[CH:31][C:30]3=[N:26]2)[C:36]=1[OH:44] |f:3.4|. Procedure details: In 100 ml of xylene were dissolved 34.7 g of crude 2-(2H-benzotriazole-2-yl)-4-(2-hydroxyethyl)-6-(N,N-diethylaminomethyl)phenol synthesized in Example 9 and 25.5 g (0.1 mols) of the purified product of 2-(2H-benzotriazole-2-yl)-4-(2-hydroxyethyl)phenol synthesized in Example 6. 5 ml of methanol solution of 28% sodium methylate was added, and the mixture was refluxed in a nitrogen stream for 10 hours. After completion of the reaction, the reaction mixture was cooled to room temperature. Precipit... The reactants are ClC1=C(C(=CC(=C1)C(F)(F)F)Cl)NC(C(C(F)(F)F)(F)F)=O (N-(2,6-dichloro-4-trifluoromethylphenyl)-2,2,3,3,3-pentafluoropropionamide), C1(=CC=CC=C1)P(C1=CC=CC=C1)C1=CC=CC=C1 (triphenylphosphine), ClCCl (dichloromethane). Solvent: C(Cl)(Cl)(Cl)Cl (carbon tetrachloride). Reaction conditions: time 18 hour. The product is ClC1=C(C(=CC(=C1)C(F)(F)F)Cl)N=C(C(C(F)(F)F)(F)F)Cl (N-(2,6-dichloro-4-trifluoromethylphenyl)-2,2,3,3,3-pentafluoropropionimidoyl chloride). Reaction SMILES: [Cl:1][C:2]1[CH:7]=[C:6]([C:8]([F:11])([F:10])[F:9])[CH:5]=[C:4]([Cl:12])[C:3]=1[NH:13][C:14](=O)[C:15]([F:21])([F:20])[C:16]([F:19])([F:18])[F:17].C1(P(C2C=CC=CC=2)C2C=CC=CC=2)C=CC=CC=1.[Cl:42]CCl>C(Cl)(Cl)(Cl)Cl>[Cl:1][C:2]1[CH:7]=[C:6]([C:8]([F:11])([F:10])[F:9])[CH:5]=[C:4]([Cl:12])[C:3]=1[N:13]=[C:14]([Cl:42])[C:15]([F:21])([F:20])[C:16]([F:19])([F:18])[F:17]. Procedure details: First, 4.3 g (11 mmol) of N-(2,6-dichloro-4-trifluoromethylphenyl)-2,2,3,3,3-pentafluoropropionamide was dissolved in 22 ml of dichloromethane, to which 1.8 ml of carbon tetrachloride and 4.5 g (17 mmol) of triphenylphosphine were added at room temperature, and the mixture was stirred for 18 hours. The reaction mixture was concentrated under reduced pressure, followed by addition of hexane, and undissolved matter was removed by filtration, and the filtrate was concentrated under reduced pressure... The reactants are C(C)OCC (diethyl ether), O (water), resultant mixture, Cuprous iodide, FC(C(=O)[O-])(F)F.[Na+] (sodium trifluoroacetate), BrC1=CN=CC(=N1)C1=C(C=CC(=C1)C)NC(C(C)(C)C)=O (N-[2-(6-Bromo-2-pyrazinyl)-4-methylphenyl]-2,2-dimethyl-propanamide). Solvent: CN1C(CCC1)=O (N-methylpyrrolidinone). Product: CC(C(=O)NC1=C(C=C(C=C1)C)C1=NC(=CN=C1)C(F)(F)F)(C)C (2,2-Dimethyl-N-[4-methyl-2-[6-(trifluoromethyl)-2-pyrazinyl]phenyl]propanamide). Isolated yield 18.0%. As a reaction SMILES: Br[C:2]1[N:7]=[C:6]([C:8]2[CH:13]=[C:12]([CH3:14])[CH:11]=[CH:10][C:9]=2[NH:15][C:16](=[O:21])[C:17]([CH3:20])([CH3:19])[CH3:18])[CH:5]=[N:4][CH:3]=1.[F:22][C:23]([F:28])([F:27])C([O-])=O.[Na+].C(OCC)C.O>CN1CCCC1=O>[CH3:18][C:17]([CH3:20])([CH3:19])[C:16]([NH:15][C:9]1[CH:10]=[CH:11][C:12]([CH3:14])=[CH:13][C:8]=1[C:6]1[CH:5]=[N:4][CH:3]=[C:2]([C:23]([F:28])([F:27])[F:22])[N:7]=1)=[O:21] |f:1.2|. Reported procedure: The product obtained from Step B (0.8 g, 2.3 mmol) was dissolved in N-methylpyrrolidinone (16 mL). Cuprous iodide (1.7 g, 9.2 mmol) and sodium trifluoroacetate (2.5 g, 18.4 mmol) were then added and the resultant mixture heated at 180° C. for 6 h. After cooling to room temperature, diethyl ether (200 mL) and water (100 mL) were added. The two-phase mixture was filtered through a pad of Celite and the filter cake subsequently washed with three 50 mL-portions of ether. The layers of the filtrate w...